From a dataset of the Open Reaction Database (ORD), a public repository of structured organic reaction records. describe an organic reaction: reactants, conditions, products, and yield Reactants: CCOC(=O)c1onc(-c2ccc(Br)o2)c1CBr, O=C([O-])[O-], CCOC(=O)CNCc1ccc(OC)cc1OC, CCOC(C)=O, [K+], [K+], CN(C)C=O, O. The product is CCOC(=O)CN(Cc1ccc(OC)cc1OC)Cc1c(-c2ccc(Br)o2)noc1C(=O)OCC. Reaction SMILES: [Br:1][c:2]1[cH:3][cH:4][c:5](-[c:7]2[n:8][o:9][c:10]([C:14](=[O:15])[O:16][CH2:17][CH3:18])[c:11]2[CH2:12][Br:13])[o:6]1.[C:37](=[O:38])([O-:39])[O-:40].[CH2:19]([CH3:20])[O:21][C:22]([CH2:23][NH:24][CH2:25][c:26]1[c:27]([O:34][CH3:35])[cH:28][c:29]([O:32][CH3:33])[cH:30][cH:31]1)=[O:36].[CH3:43][CH2:44][O:45][C:46]([CH3:47])=[O:48].[K+:41].[K+:42].[O:49]=[CH:50][N:51]([CH3:52])[CH3:53].[OH2:54]>>[Br:1][c:2]1[cH:3][cH:4][c:5](-[c:7]2[n:8][o:9][c:10]([C:14](=[O:15])[O:16][CH2:17][CH3:18])[c:11]2[CH2:12][N:24]([CH2:23][C:22]([O:21][CH2:19][CH3:20])=[O:36])[CH2:25][c:26]2[c:27]([O:34][CH3:35])[cH:28][c:29]([O:32][CH3:33])[cH:30][cH:31]2)[o:6]1. The reactants are NC=1C=CC(=NC1)C#N (5-amino-2-cyanopyridine), ClC=1C=C(C=O)C=CC1F (3-chloro-4-fluoro-benzaldehyde). The reagents and catalysts are C1(=CC=C(C=C1)S(=O)(=O)O)C (p-toluenesulfonic acid). Solvent: C1(=CC=CC=C1)C (toluene). Product: ClC=1C=C(C=NC=2C=CC(=NC2)C#N)C=CC1F (5-[(3-chloro-4-fluoro-benzylidene)-amino]-pyridine-2-carbonitrile). Isolated yield 93.1%. As a reaction SMILES: [NH2:1][C:2]1[CH:3]=[CH:4][C:5]([C:8]#[N:9])=[N:6][CH:7]=1.[Cl:10][C:11]1[CH:12]=[C:13]([CH:16]=[CH:17][C:18]=1[F:19])[CH:14]=O>C1(C)C=CC=CC=1.C1(C)C=CC(S(O)(=O)=O)=CC=1>[Cl:10][C:11]1[CH:12]=[C:13]([CH:16]=[CH:17][C:18]=1[F:19])[CH:14]=[N:1][C:2]1[CH:3]=[CH:4][C:5]([C:8]#[N:9])=[N:6][CH:7]=1. Reported procedure: A mixture of 5-amino-2-cyanopyridine (2.86 g, 24 mmol), 3-chloro-4-fluoro-benzaldehyde (3.79 g, 24 mmol) and p-toluenesulfonic acid (92 mg, 0.5 mmol) in toluene (150 mL) was heated to reflux for 12 hours. Then the reaction mixture was cooled to room temperature. The solvent was removed in vacuo and the residue was washed with ether to afford 5-[(3-chloro-4-fluoro-benzylidene)-amino]-pyridine-2-carbonitrile (5.8 g, 93.6%) as a light yellow solid. MS (ESI+) [(M+H)+] 260.1. The solvent is C(C)O (ethanol). Procedure: In a mixed solvent of 10 ml of water and 10 ml of ethanol was suspended 1.38 g (10 mmol) of potassium carbonate. To the suspension were added 0.85 g (5 mmol) of 2-amino-2-methylpropyl hydrogensulfate and 0.73 g (5 mmol) of 1-octanethiol, and the resulting mixture was gently refluxed for 8 hours. After completion of the reaction, the reaction mixture was cooled to room temperature and the desired compound was extracted three times with ethyl acetate. The combined organic layer was washed with sat... As a reaction SMILES: O.C(=O)([O-])[O-].[K+].[K+].S(O[CH2:13][C:14]([NH2:17])([CH3:16])[CH3:15])(O)(=O)=O.[CH2:18]([SH:26])[CH2:19][CH2:20][CH2:21][CH2:22][CH2:23][CH2:24][CH3:25]>C(O)C>[CH3:15][C:14]([NH2:17])([CH3:16])[CH2:13][S:26][CH2:18][CH2:19][CH2:20][CH2:21][CH2:22][CH2:23][CH2:24][CH3:25] |f:1.2.3|. Isolated yield 99.3%. Reactants: O (water), C([O-])([O-])=O.[K+].[K+] (potassium carbonate), S(=O)(=O)(O)OCC(C)(C)N (2-amino-2-methylpropyl hydrogensulfate), C(CCCCCCC)S (1-octanethiol). The product is CC(CSCCCCCCCC)(C)N (2-methyl-1-n-octylthio-2-propylamine). Starting materials: ClC1=CC2=C(N(C(=N2)C)CC)C=C1Cl (5,6-Dichloro-1-ethyl-2-methylbenzimidazole), ClCCC[Si](C)(C)C (3-chloropropyltrimethylsilane), [I-].[Na+] (sodium iodide). Solvent: C(C)#N (acetonitrile). Yields the product [I-].ClC1=CC2=C([N+](=C(N2CCC[Si](C)(C)C)C)CC)C=C1Cl (5,6-dichloro-1-ethyl-2-methyl-3-(3-trimethylsilylpropyl)benzimidazolium iodide). As a reaction SMILES: [Cl:1][C:2]1[C:13]([Cl:14])=[CH:12][C:5]2[N:6]([CH2:10][CH3:11])[C:7]([CH3:9])=[N:8][C:4]=2[CH:3]=1.Cl[CH2:16][CH2:17][CH2:18][Si:19]([CH3:22])([CH3:21])[CH3:20].[I-:23].[Na+]>C(#N)C>[I-:23].[Cl:1][C:2]1[C:13]([Cl:14])=[CH:12][C:5]2[N+:6]([CH2:10][CH3:11])=[C:7]([CH3:9])[N:8]([CH2:16][CH2:17][CH2:18][Si:19]([CH3:22])([CH3:21])[CH3:20])[C:4]=2[CH:3]=1 |f:2.3,5.6|. Procedure details: 5,6-Dichloro-1-ethyl-2-methylbenzimidazole (22.9 g, 0.10 moles), 3-chloropropyltrimethylsilane (15.0 g, 0.10 moles), and sodium iodide (15.0 g, 0.10 moles) were suspended in acetonitrile (200 ml) and with stirring the mixture was refluxed for 17 hours. It was filtered while hot to remove NaCl and the filtrate treated with ether (300 ml). Solid which precipitated was filtered off, washed with ether and dried. Yield 11.3 g (24%) mp 213°-5°. Additional crops were obtained by concentrating the filtr...